From a dataset of the Open Reaction Database (ORD), a public repository of structured organic reaction records. describe an organic reaction: reactants, conditions, products, and yield Starting materials: ClC1=CC=C2C(=CN(C2=C1)CC(=O)O)C(=O)N1CCC(CC1)C1=C(C=CC=C1)C(F)(F)F ({6-chloro-3-[4-(2-trifluoromethyl-phenyl)-piperidine-1-carbonyl]-indol-1-yl}-acetic acid), C(C)(C)(C)OC(N(C)CCN)=O ((2-amino-ethyl)-methyl-carbamic acid tert-butyl ester), Cl (HCl). The product is Cl.ClC1=CC=C2C(=CN(C2=C1)CC(=O)NCCNC)C(=O)N1CCC(CC1)C1=C(C=CC=C1)C(F)(F)F (2-{6-Chloro-3-[4-(2-trifluoromethyl-phenyl)-piperidine-1-carbonyl]-indol-1-yl}-N-(2-methylamino-ethyl)-acetamide hydrochloride). As a reaction SMILES: [Cl:1][C:2]1[CH:10]=[C:9]2[C:5]([C:6]([C:15]([N:17]3[CH2:22][CH2:21][CH:20]([C:23]4[CH:28]=[CH:27][CH:26]=[CH:25][C:24]=4[C:29]([F:32])([F:31])[F:30])[CH2:19][CH2:18]3)=[O:16])=[CH:7][N:8]2[CH2:11][C:12]([OH:14])=O)=[CH:4][CH:3]=1.C(O[C:38](=O)[N:39]([CH2:41][CH2:42][NH2:43])C)(C)(C)C.Cl>>[ClH:1].[Cl:1][C:2]1[CH:10]=[C:9]2[C:5]([C:6]([C:15]([N:17]3[CH2:22][CH2:21][CH:20]([C:23]4[CH:28]=[CH:27][CH:26]=[CH:25][C:24]=4[C:29]([F:32])([F:31])[F:30])[CH2:19][CH2:18]3)=[O:16])=[CH:7][N:8]2[CH2:11][C:12]([NH:43][CH2:42][CH2:41][NH:39][CH3:38])=[O:14])=[CH:4][CH:3]=1 |f:3.4|. Procedure: Analogous to general procedure I, the coupling of {6-chloro-3-[4-(2-trifluoromethyl-phenyl)-piperidine-1-carbonyl]-indol-1-yl}-acetic acid (prepared herein) with (commercially available) (2-amino-ethyl)-methyl-carbamic acid tert-butyl ester gave, after treatment with HCl the title compound. Reactants: tris-hydrochloric acid, [OH-].[Na+] (NaOH), C(C)(=O)[O-].[Ca+2].C(C)(=O)[O-] (calcium acetate), C(C1=CC=CC=C1)OC(=O)NC(C(C(=O)O)CC1=CC=CC=C1)C(=O)O (N-benzyloxycarbonyl-(β-benzyl)-D,L-aspartic acid), COC([C@@H](N)CC1=CC=CC=C1)=O (L-phenylalanine methyl ester). Run in CN(C=O)C (dimethylformamide). Conditions: temperature 30 celsius, time 10 minute. Yields the product COC([C@@H](NC([C@@H](NC(=O)OCC1=CC=CC=C1)C(C(O)=O)CC1=CC=CC=C1)=O)CC1=CC=CC=C1)=O (N-benzyloxycarbonyl-(β-benzyl)-L-aspartyl-L-phenylalanine methyl ester). The yield is 79.3%. As a reaction SMILES: C([O-])(=O)C.[Ca+2].C([O-])(=O)C.[CH2:10]([O:17][C:18]([NH:20][CH:21]([C:33](O)=[O:34])[CH:22]([CH2:26][C:27]1[CH:32]=[CH:31][CH:30]=[CH:29][CH:28]=1)[C:23]([OH:25])=[O:24])=[O:19])[C:11]1[CH:16]=[CH:15][CH:14]=[CH:13][CH:12]=1.[CH3:36][O:37][C:38](=[O:48])[C@H:39]([CH2:41][C:42]1[CH:47]=[CH:46][CH:45]=[CH:44][CH:43]=1)[NH2:40].[OH-].[Na+]>CN(C)C=O>[CH3:36][O:37][C:38](=[O:48])[C@H:39]([CH2:41][C:42]1[CH:47]=[CH:46][CH:45]=[CH:44][CH:43]=1)[NH:40][C:33](=[O:34])[C@H:21]([CH:22]([CH2:26][C:27]1[CH:32]=[CH:31][CH:30]=[CH:29][CH:28]=1)[C:23](=[O:24])[OH:25])[NH:20][C:18]([O:17][CH2:10][C:11]1[CH:16]=[CH:15][CH:14]=[CH:13][CH:12]=1)=[O:19] |f:0.1.2,5.6|. Procedure: A 100 mg amount of Thermoase and 100 mg of an inhibitor for proteolytic enzyme obtained from the potato were admixed with 10 ml of tris-hydrochloric acid buffer solution (pH 8.0) containing 2.0 × 10-2M of calcium acetate. The mixture was stirred at 30° C. for 10 minutes. The insoluble material was removed by filtering the solution through a glass filter (G-3). The filtrate was mixed with 715 mg (2.00 mmol) of N-benzyloxycarbonyl-(β-benzyl)-D,L-aspartic acid and 215 mg (1.00 mmol) of L-phenylalan... Reactants: O=C1CCN(CC1)C1=C(C=C(C=C1)N1C(O[C@H](C1)CNC(C)=O)=O)F ((S)—N-{3-[4-(4-oxo-piperidin-1-yl)-3-fluorophenyl]-2-oxo-oxazolidin-5-ylmethyl}-acetamide), [C-]#N.[Na+] (sodium cyanide), C(#N)C1=C(N)C=CC=C1 (2-cyanoaniline). Product: C(#N)C1=C(C=CC=C1)NC1(CCN(CC1)C1=C(C=C(C=C1)N1C(O[C@H](C1)CNC(C)=O)=O)F)C#N ((S)—N-{3-[4-(4-(2-Cyanophenylamino)-4-cyanopiperidin-1-yl)-3-fluorophenyl]-2-oxo-oxazolidin-5-ylmethyl}-acetamide). Isolated yield 47.0%. RXN SMILES: O=[C:2]1[CH2:7][CH2:6][N:5]([C:8]2[CH:13]=[CH:12][C:11]([N:14]3[CH2:18][C@H:17]([CH2:19][NH:20][C:21](=[O:23])[CH3:22])[O:16][C:15]3=[O:24])=[CH:10][C:9]=2[F:25])[CH2:4][CH2:3]1.[C-:26]#[N:27].[Na+].[C:29]([C:31]1[CH:37]=[CH:36][CH:35]=[CH:34][C:32]=1[NH2:33])#[N:30]>>[C:29]([C:31]1[CH:37]=[CH:36][CH:35]=[CH:34][C:32]=1[NH:33][C:2]1([C:26]#[N:27])[CH2:3][CH2:4][N:5]([C:8]2[CH:13]=[CH:12][C:11]([N:14]3[CH2:18][C@H:17]([CH2:19][NH:20][C:21](=[O:23])[CH3:22])[O:16][C:15]3=[O:24])=[CH:10][C:9]=2[F:25])[CH2:6][CH2:7]1)#[N:30] |f:1.2|. Procedure: By using procedure as described in Example 45 and by reacting (S)—N-{3-[4-(4-oxo-piperidin-1-yl)-3-fluorophenyl]-2-oxo-oxazolidin-5-ylmethyl}-acetamide with sodium cyanide and 2-cyanoaniline the compound was obtained in 47% yield. Yields the product BrC1=CC=C(C=C1)C=1N=C(SC1)N1C(N(CC1)C)=O (1-[4-(4-Bromophenyl)-1,3-thiazol-2-yl]-3-methylimidazolidin-2-one). Yield: 89.9%. The reactants are BrC1=CC=C(C=C1)C=1N=C(SC1)N1C(NCC1)=O (1-[4-(4-Bromophenyl)-1,3-thiazol-2-yl]imidazolidin-2-one), [H-].[Na+] (sodium hydride), CI (methyl iodide). Reported procedure: 1-[4-(4-Bromophenyl)-1,3-thiazol-2-yl]imidazolidin-2-one (0.155 g, 0.480 mmol), prepared in step 2 of Example 75, was dissolved in 2.4 mL of anhydrous tetrahydrofuran and sodium hydride (60% suspension in mineral oil, 20 mg, 0.53 mmol) was added. The mixture was stirred for 20 min and then methyl iodide (0.03 mL, 0.48 mmol) was added and stirring was continued for 4 h. The reaction was quenched with saturated aqueous NH4Cl and diluted with ethyl acetate. The mixture was washed with water, brine,... Conditions: time 20 minute. The solvent is O1CCCC1 (tetrahydrofuran). Reaction SMILES: [Br:1][C:2]1[CH:7]=[CH:6][C:5]([C:8]2[N:9]=[C:10]([N:13]3[CH2:17][CH2:16][NH:15][C:14]3=[O:18])[S:11][CH:12]=2)=[CH:4][CH:3]=1.[H-].[Na+].[CH3:21]I>O1CCCC1>[Br:1][C:2]1[CH:7]=[CH:6][C:5]([C:8]2[N:9]=[C:10]([N:13]3[CH2:17][CH2:16][N:15]([CH3:21])[C:14]3=[O:18])[S:11][CH:12]=2)=[CH:4][CH:3]=1 |f:1.2|. Reactants: CC(O)c1cnc2n1CC(c1cccc(F)c1F)CCC2NC(=O)OC(C)(C)C, [H-], CI, [Na+], C1CCOC1. The product is COC(C)c1cnc2n1CC(c1cccc(F)c1F)CCC2NC(=O)OC(C)(C)C. Reaction SMILES: [F:3][c:4]1[c:5]([CH:11]2[CH2:12][CH2:13][CH:14]([NH:24][C:25]([O:26][C:27]([CH3:28])([CH3:29])[CH3:30])=[O:31])[c:15]3[n:16]([c:18]([CH:21]([CH3:22])[OH:23])[cH:19][n:20]3)[CH2:17]2)[cH:6][cH:7][cH:8][c:9]1[F:10].[H-:32].[I:1][CH3:2].[Na+:33].[O:34]1[CH2:35][CH2:36][CH2:37][CH2:38]1>>[CH3:2][O:23][CH:21]([c:18]1[n:16]2[c:15]([n:20][cH:19]1)[CH:14]([NH:24][C:25]([O:26][C:27]([CH3:28])([CH3:29])[CH3:30])=[O:31])[CH2:13][CH2:12][CH:11]([c:5]1[c:4]([F:3])[c:9]([F:10])[cH:8][cH:7][cH:6]1)[CH2:17]2)[CH3:22]. Reactants: CC1=NNC2=CC(=CC=C12)NC=1C2=C(N=C(N1)NC1=CC=C(C=C1)N1CCN(CC1)C(C)=O)N(C=C2)S(=O)(=O)C2=CC=C(C)C=C2 (1-(4-(4-(4-(3-methyl-1H-indazol-6-ylamino)-7-tosyl-7H-pyrrolo[2,3-d]pyrimidin-2-ylamino)phenyl)piperazin-1-yl)ethanone), [OH-].[K+] (KOH). Run in CO (methanol). Conditions: temperature 60 celsius. Yields the product CC1=NNC2=CC(=CC=C12)NC=1C2=C(N=C(N1)NC1=CC=C(C=C1)N1CCN(CC1)C(C)=O)NC=C2 (1-(4-(4-(4-(3-methyl-1H-indazol-6-ylamino)-7H-pyrrolo[2,3-d]pyrimidin-2-ylamino)phenyl)piperazin-1-yl)ethanone). The yield is 44.2%. RXN SMILES: [CH3:1][C:2]1[C:10]2[C:5](=[CH:6][C:7]([NH:11][C:12]3[C:13]4[CH:36]=[CH:35][N:34](S(C5C=CC(C)=CC=5)(=O)=O)[C:14]=4[N:15]=[C:16]([NH:18][C:19]4[CH:24]=[CH:23][C:22]([N:25]5[CH2:30][CH2:29][N:28]([C:31](=[O:33])[CH3:32])[CH2:27][CH2:26]5)=[CH:21][CH:20]=4)[N:17]=3)=[CH:8][CH:9]=2)[NH:4][N:3]=1.[OH-].[K+]>CO>[CH3:1][C:2]1[C:10]2[C:5](=[CH:6][C:7]([NH:11][C:12]3[C:13]4[CH:36]=[CH:35][NH:34][C:14]=4[N:15]=[C:16]([NH:18][C:19]4[CH:24]=[CH:23][C:22]([N:25]5[CH2:26][CH2:27][N:28]([C:31](=[O:33])[CH3:32])[CH2:29][CH2:30]5)=[CH:21][CH:20]=4)[N:17]=3)=[CH:8][CH:9]=2)[NH:4][N:3]=1 |f:1.2|. Procedure: To a solution of 1-(4-(4-(4-(3-methyl-1H-indazol-6-ylamino)-7-tosyl-7H-pyrrolo[2,3-d]pyrimidin-2-ylamino)phenyl)piperazin-1-yl)ethanone (30 mg, 0.047 mmol) in methanol (MeOH) (3 mL), aq. 1N KOH (1.0 mL, 1.0 mmol) was added. The mixture was heated at 60° C. for 5 h. and then concentrated in vacuo. The residue was acidified with HOAc (1 mL) before being purified by HPLC to give 1-(4-(4-(4-(3-methyl-1H-indazol-6-ylamino)-7H-pyrrolo[2,3-d]pyrimidin-2-ylamino)phenyl)piperazin-1-yl)ethanone (10 mg), M... Reactants: FC1=C(C=C(C=C1)C(C1=CC=C(C=C1)OC)=O)S(=O)(=O)Cl (2-fluoro-5-(4-methoxy-benzoyl)-benzenesulfonyl chloride), [NH4+] (ammonium). Solvent: C(Cl)Cl (methylene chloride). Reaction conditions: time 10 minute. The product is FC1=C(C=C(C=C1)C(C1=CC=C(C=C1)OC)=O)S(=O)(=O)N (2-Fluoro-5-(4-methoxy-benzoyl)-benzenesulfonamide). Yield: 32.0%. Reaction SMILES: [F:1][C:2]1[CH:7]=[CH:6][C:5]([C:8](=[O:17])[C:9]2[CH:14]=[CH:13][C:12]([O:15][CH3:16])=[CH:11][CH:10]=2)=[CH:4][C:3]=1[S:18](Cl)(=[O:20])=[O:19].[NH4+:22]>C(Cl)Cl>[F:1][C:2]1[CH:7]=[CH:6][C:5]([C:8](=[O:17])[C:9]2[CH:14]=[CH:13][C:12]([O:15][CH3:16])=[CH:11][CH:10]=2)=[CH:4][C:3]=1[S:18]([NH2:22])(=[O:20])=[O:19]. Procedure: To a solution of 2-fluoro-5-(4-methoxy-benzoyl)-benzenesulfonyl chloride (0.45 g, 1.0 mmol) in methylene chloride is added aqueous ammonium solution (1 mL). The reaction mixture is stirred for 10 min at room temperature. The solvent is removed and the residue is redissolved in ethyl acetate and extracted with water. The organic layers are washed with a saturated sodium chloride solution, dried with magnesium sulfate, and concentrated in vacuo. The residue is recrystallized with methylene chlorid... Reactants: CC(=O)O, CO, NC(Cc1ccccc1)C(=O)OC1CCCC1, Nc1c(C(=O)c2ccc(F)cc2)ccc(=O)n1C1CCC(=O)CC1. The product is Nc1c(C(=O)c2ccc(F)cc2)ccc(=O)n1C1CCC(NC(Cc2ccccc2)C(=O)OC2CCCC2)CC1. Reaction SMILES: [C:42]([OH:43])(=[O:44])[CH3:45].[CH3:46][OH:47].[CH:25]1([O:30][C:31]([CH:32]([NH2:33])[CH2:34][c:35]2[cH:36][cH:37][cH:38][cH:39][cH:40]2)=[O:41])[CH2:26][CH2:27][CH2:28][CH2:29]1.[NH2:1][c:2]1[c:3]([C:16]([c:17]2[cH:18][cH:19][c:20]([F:23])[cH:21][cH:22]2)=[O:24])[cH:4][cH:5][c:6](=[O:15])[n:7]1[CH:8]1[CH2:9][CH2:10][C:11](=[O:14])[CH2:12][CH2:13]1>>[NH2:1][c:2]1[c:3]([C:16]([c:17]2[cH:18][cH:19][c:20]([F:23])[cH:21][cH:22]2)=[O:24])[cH:4][cH:5][c:6](=[O:15])[n:7]1[CH:8]1[CH2:9][CH2:10][CH:11]([NH:33][CH:32]([C:31]([O:30][CH:25]2[CH2:26][CH2:27][CH2:28][CH2:29]2)=[O:41])[CH2:34][c:35]2[cH:36][cH:37][cH:38][cH:39][cH:40]2)[CH2:12][CH2:13]1.